This data is from the Open Reaction Database (ORD), a public repository of structured organic reaction records. The task is: describe an organic reaction: reactants, conditions, products, and yield Reactants: COC(C1=CC(=C(C=C1)N1C(C(=C(C=C1C)OCC1=C(C=C(C=C1)F)F)Br)=O)Cl)=O (Methyl-4-[3-bromo-4-[(2,4-difluorobenzyl)oxy]-6-methyl-2-oxopyridin-1(2H)-yl]-3-chlorobenzoate), Cl (HCl). Run in O (H2O), C1CCOC1 (THF), O (H2O), C1CCOC1 (THF). Conditions: time 8 hour. Product: BrC=1C(N(C(=CC1OCC1=C(C=C(C=C1)F)F)C)C1=C(C=C(C(=O)O)C=C1)Cl)=O (4-[3-bromo-4-[(2,4-difluorobenzyl)oxy]-6-methyl-2-oxopyridin-1(2H)-yl]-3-chlorobenzoic acid). The yield is 67.1%. Reaction SMILES: C[O:2][C:3](=[O:30])[C:4]1[CH:9]=[CH:8][C:7]([N:10]2[C:15]([CH3:16])=[CH:14][C:13]([O:17][CH2:18][C:19]3[CH:24]=[CH:23][C:22]([F:25])=[CH:21][C:20]=3[F:26])=[C:12]([Br:27])[C:11]2=[O:28])=[C:6]([Cl:29])[CH:5]=1.Cl>C1COCC1.O>[Br:27][C:12]1[C:11](=[O:28])[N:10]([C:7]2[CH:8]=[CH:9][C:4]([C:3]([OH:30])=[O:2])=[CH:5][C:6]=2[Cl:29])[C:15]([CH3:16])=[CH:14][C:13]=1[O:17][CH2:18][C:19]1[CH:24]=[CH:23][C:22]([F:25])=[CH:21][C:20]=1[F:26]. Procedure details: Methyl-4-[3-bromo-4-[(2,4-difluorobenzyl)oxy]-6-methyl-2-oxopyridin-1(2H)-yl]-3-chlorobenzoate (2.30 g, 4.61 mmol) was taken up in THF (20 ml) and H2O (4 ml). 2.5 N NAOH (9.2 ml) was added to the vessel and the reaction stirred overnight to completion. Concentrated HCl was added dropwise until reaction was made acidic (pH=1). H2O (100 ml) and THF (100 ml) were added to the mixture. The contents were poured into a separatory funnel and the aqueous layer was extracted with ethyl acetate. The organ... Reactants: CC(C)Oc1ccc(Br)cc1F, Brc1ccccn1, C1CCOC1, [Li]CCCC, COC(=O)C(Cl)C(C)=O, CC(C)Oc1ccc(CCC(=O)C2CCCC2)cc1F, [H-], [Na+]. The product is COC(=O)C(Cl)C(=O)CC(O)(CCc1ccc(OC(C)C)c(F)c1)C1CCCC1. As a reaction SMILES: [Br:37][c:38]1[cH:39][cH:40][c:41]([O:42][CH:43]([CH3:44])[CH3:45])[c:46]([F:47])[cH:48]1.[Br:49][c:50]1[n:51][cH:52][cH:53][cH:54][cH:55]1.[CH2:56]1[O:57][CH2:58][CH2:59][CH2:60]1.[CH3:12][CH2:13][CH2:14][CH2:15][Li:16].[CH3:1][O:2][C:3]([CH:4]([C:5](=[O:6])[CH3:7])[Cl:8])=[O:9].[CH:17]1([C:22]([CH2:23][CH2:24][c:25]2[cH:26][c:27]([F:35])[c:28]([O:31][CH:32]([CH3:33])[CH3:34])[cH:29][cH:30]2)=[O:36])[CH2:18][CH2:19][CH2:20][CH2:21]1.[H-:11].[Na+:10]>>[CH3:1][O:2][C:3]([CH:4]([C:5](=[O:6])[CH2:7][C:22]([CH:17]1[CH2:18][CH2:19][CH2:20][CH2:21]1)([CH2:23][CH2:24][c:25]1[cH:26][c:27]([F:35])[c:28]([O:31][CH:32]([CH3:33])[CH3:34])[cH:29][cH:30]1)[OH:36])[Cl:8])=[O:9]. The reactants are [H-].C(C(C)C)[Al+]CC(C)C (Di-isobutylaluminum hydride), ice, C(C=C)NC1=CC=C(C#N)C=C1 (4-(allylamino)benzonitrile), CO (methanol). Run in C1(=CC=CC=C1)C (toluene). Product: C(C=C)NC1=CC=C(C=O)C=C1 (4-(allylamino)benzaldehyde). RXN SMILES: [H-].C([Al+]CC(C)C)C(C)C.[CH2:11]([NH:14][C:15]1[CH:22]=[CH:21][C:18]([C:19]#N)=[CH:17][CH:16]=1)[CH:12]=[CH2:13].C[OH:24]>C1(C)C=CC=CC=1>[CH2:11]([NH:14][C:15]1[CH:22]=[CH:21][C:18]([CH:19]=[O:24])=[CH:17][CH:16]=1)[CH:12]=[CH2:13] |f:0.1|. Procedure details: Di-isobutylaluminum hydride (54 ml., 25% solution in toluene) is added with stirring to a solution of 12.1 g. of 4-(allylamino)benzonitrile under a nitrogen atmosphere. After addition is completed, the solution is stirred for one hour. A solution of methanol in toluene (50 ml., 1:1) is added over 30 minutes and the mixture is poured into 500 ml. vigorously stirred ice-cold 50% aqueous sulfuric acid. The mixture is filtered and the organic layer separated. The aqueous solution is extracted twice ...